Task: describe an organic reaction: reactants, conditions, products, and yield. Dataset: the Open Reaction Database (ORD), a public repository of structured organic reaction records The reactants are BrC1=NC=CC2=C1SC(=N2)C2=C(C=CC=C2Cl)Cl (4-bromo-2-(2,6-dichlorophenyl)thiazolo[5,4-c]pyridine), NC1=CC(=NC(=N1)C)N1CCN(CC1)CCO (2-(4-(6-amino-2-methylpyrimidin-4-yl)piperazin-1-yl)ethanol), CC1(C2=C(C(=CC=C2)P(C3=CC=CC=C3)C4=CC=CC=C4)OC5=C(C=CC=C51)P(C6=CC=CC=C6)C7=CC=CC=C7)C (XantPhos), C(=O)([O-])[O-].[Cs+].[Cs+] (Cs2CO3). Reagents/catalysts: C=1C=CC(=CC1)/C=C/C(=O)/C=C/C2=CC=CC=C2.C=1C=CC(=CC1)/C=C/C(=O)/C=C/C2=CC=CC=C2.C=1C=CC(=CC1)/C=C/C(=O)/C=C/C2=CC=CC=C2.[Pd].[Pd] (Pd2(dba)3). Run in O1CCOCC1 (dioxane). Product: ClC1=C(C(=CC=C1)Cl)C=1SC=2C(=NC=CC2N1)NC1=CC(=NC(=N1)C)N1CCN(CC1)CCO (2-(4-(6-(2-(2,6-Dichlorophenyl)thiazolo[5,4-c]pyridin-4-ylamino)-2-methylpyrimidin-4-yl)piperazin-1-yl)ethanol). Yield: 17.1%. As a reaction SMILES: Br[C:2]1[C:7]2[S:8][C:9]([C:11]3[C:16]([Cl:17])=[CH:15][CH:14]=[CH:13][C:12]=3[Cl:18])=[N:10][C:6]=2[CH:5]=[CH:4][N:3]=1.[NH2:19][C:20]1[N:25]=[C:24]([CH3:26])[N:23]=[C:22]([N:27]2[CH2:32][CH2:31][N:30]([CH2:33][CH2:34][OH:35])[CH2:29][CH2:28]2)[CH:21]=1.CC1(C)C2C(=C(P(C3C=CC=CC=3)C3C=CC=CC=3)C=CC=2)OC2C(P(C3C=CC=CC=3)C3C=CC=CC=3)=CC=CC1=2.C([O-])([O-])=O.[Cs+].[Cs+]>O1CCOCC1.C1C=CC(/C=C/C(/C=C/C2C=CC=CC=2)=O)=CC=1.C1C=CC(/C=C/C(/C=C/C2C=CC=CC=2)=O)=CC=1.C1C=CC(/C=C/C(/C=C/C2C=CC=CC=2)=O)=CC=1.[Pd].[Pd]>[Cl:18][C:12]1[CH:13]=[CH:14][CH:15]=[C:16]([Cl:17])[C:11]=1[C:9]1[S:8][C:7]2[C:2]([NH:19][C:20]3[N:25]=[C:24]([CH3:26])[N:23]=[C:22]([N:27]4[CH2:32][CH2:31][N:30]([CH2:33][CH2:34][OH:35])[CH2:29][CH2:28]4)[CH:21]=3)=[N:3][CH:4]=[CH:5][C:6]=2[N:10]=1 |f:3.4.5,7.8.9.10.11|. Reported procedure: To a microwave tube was added 4-bromo-2-(2,6-dichlorophenyl)thiazolo[5,4-c]pyridine (60 mg, 0.17 mmol), 2-(4-(6-amino-2-methylpyrimidin-4-yl)piperazin-1-yl)ethanol (0.052 g, 0.22 mmol), Pd2(dba)3 (0.013 g, 0.017 mmol), XantPhos (0.017 g, 0.034 mmol) and Cs2CO3 (0.11 g, 0.34 mmol) in dioxane (3.0 mL). The mixture was degassed with N2 for 10 minutes and then irradiated in a microwave reactor at 160° C. for 2 hours. After cooling to room temperature the solid was removed via filtration. The filtrat...